Dataset: the Open Reaction Database (ORD), a public repository of structured organic reaction records. Task: describe an organic reaction: reactants, conditions, products, and yield The reactants are COc1cc(Br)c2c3c1OC1C(=O)C(C)C(C)C4C(C2)N(CC2CCC2)CCC314, CCO, CC(=O)[O-], Cl. The product is COc1ccc2c3c1OC1C(=O)C(C)C(C)C4C(C2)N(CC2CCC2)CCC314. RXN SMILES: [Br:1][c:2]1[cH:3][c:4]([O:28][CH3:29])[c:5]2[c:6]3[c:15]1[CH2:14][CH:13]1[CH:12]4[C:7]3([CH:8]([C:9](=[O:26])[CH:10]([CH3:25])[CH:11]4[CH3:24])[O:27]2)[CH2:18][CH2:17][N:16]1[CH2:19][CH:20]1[CH2:21][CH2:22][CH2:23]1.[CH3:31][CH2:32][OH:33].[CH3:34][C:35](=[O:36])[O-:37].[ClH:30]>>[cH:2]1[cH:3][c:4]([O:28][CH3:29])[c:5]2[c:6]3[c:15]1[CH2:14][CH:13]1[CH:12]4[C:7]3([CH:8]([C:9](=[O:26])[CH:10]([CH3:25])[CH:11]4[CH3:24])[O:27]2)[CH2:18][CH2:17][N:16]1[CH2:19][CH:20]1[CH2:21][CH2:22][CH2:23]1. Starting materials: [N+](=O)([O-])C=1C=C2C=NNC2=CC1 (5-nitroindazole), O (water), C(C)OCC (diethyl ether), IC1C(=O)NC(C1)=O (iodosuccinimide). Run in CN(C=O)C (dimethylformamide). The product is IC1=NNC2=CC=C(C=C12)[N+](=O)[O-] (3-Iodo-5-nitro-1H-indazole). As a reaction SMILES: [N+:1]([C:4]1[CH:5]=[C:6]2[C:10](=[CH:11][CH:12]=1)[NH:9][N:8]=[CH:7]2)([O-:3])=[O:2].[I:13]C1CC(=O)NC1=O.O.C(OCC)C>CN(C)C=O>[I:13][C:7]1[C:6]2[C:10](=[CH:11][CH:12]=[C:4]([N+:1]([O-:3])=[O:2])[CH:5]=2)[NH:9][N:8]=1. Procedure: To a solution of 17.0 g of 5-nitroindazole in 100 ml dimethylformamide was added 24.6 g of N-.iodosuccinimide at room temperature, and the mixture was stirred at 80° C. for 7 hours. After standing to cool, to the reaction mixture were added 150 ml of water and 200 ml of diethyl ether, and the resulting crystals were collected by filtration. The crystals were sequentially washed with water, isopropanol and diethyl ether, to give 27.5 g of the title compound as colorless crystals. Starting materials: Cl.ClC1=NC2=CC(=C(C=C2C(=N1)NC1=C(C=C(C=C1)Cl)F)OC)OC (2-Chloro-N-(4-chloro-2-fluorophenyl)-6,7-dimethoxyquinazoline-4-amine hydrochloride), Cl.Cl.CN(C([C@H]1N(CCC1)C)=O)C1CCNCC1 (N,1-dimethyl-N-piperidin-4-yl-L-prolinamide dihydrochloride), N12CCCCCC2=NCCC1 (1,8-diazabicyclo[5.4.0]undec-7-ene), O1CCOCC1 (1,4-dioxane). The solvent is O (water), C(C)(=O)OCC (ethyl acetate). The product is ClC1=CC(=C(C=C1)NC1=NC(=NC2=CC(=C(C=C12)OC)OC)N1CCC(CC1)N(C([C@H]1N(CCC1)C)=O)C)F (N-(1-{4-[(4-chloro-2-fluorophenyl)amino]-6,7-dimethoxyquinazolin-2-yl}piperidin-4-yl)-N,1-dimethyl-L-prolinamide). As a reaction SMILES: Cl.Cl[C:3]1[N:12]=[C:11]([NH:13][C:14]2[CH:19]=[CH:18][C:17]([Cl:20])=[CH:16][C:15]=2[F:21])[C:10]2[C:5](=[CH:6][C:7]([O:24][CH3:25])=[C:8]([O:22][CH3:23])[CH:9]=2)[N:4]=1.Cl.Cl.[CH3:28][N:29]([CH:38]1[CH2:43][CH2:42][NH:41][CH2:40][CH2:39]1)[C:30](=[O:37])[C@@H:31]1[CH2:35][CH2:34][CH2:33][N:32]1[CH3:36].N12CCCN=C1CCCCC2.O1CCOCC1>O.C(OCC)(=O)C>[Cl:20][C:17]1[CH:18]=[CH:19][C:14]([NH:13][C:11]2[C:10]3[C:5](=[CH:6][C:7]([O:24][CH3:25])=[C:8]([O:22][CH3:23])[CH:9]=3)[N:4]=[C:3]([N:41]3[CH2:40][CH2:39][CH:38]([N:29]([CH3:28])[C:30](=[O:37])[C@@H:31]4[CH2:35][CH2:34][CH2:33][N:32]4[CH3:36])[CH2:43][CH2:42]3)[N:12]=2)=[C:15]([F:21])[CH:16]=1 |f:0.1,2.3.4|. Procedure: 2-Chloro-N-(4-chloro-2-fluorophenyl)-6,7-dimethoxyquinazoline-4-amine hydrochloride (405 mg), N,1-dimethyl-N-piperidin-4-yl-L-prolinamide dihydrochloride (447 mg) and 1,8-diazabicyclo[5.4.0]undec-7-ene (608 mg) were added to 1,4-dioxane (20 mL), followed by heating under reflux for 24 hours. After concentration of the reaction solution, ethyl acetate and water were added to the residue, the organic layer was separated, and the water layer was further extracted with ethyl acetate. The combined or...